This data is from the Open Reaction Database (ORD), a public repository of structured organic reaction records. The task is: describe an organic reaction: reactants, conditions, products, and yield The reactants are CC1(NC(C(N1)=O)(C)C)C (2,2,5,5-tetramethylimidazolidin-4-one), BrBr (bromine), 1, [OH-].[Na+] (sodium hydroxide), BrN1C(N(C(C1(C)C)=O)Br)(C)C (1,3-dibromo-2,2,5,5-tetramethylimidazolidin-4-one), [OH-].[Na+] (sodium hydroxide), [K+].[Br-] (KBr), BrBr (bromine), ClCl (chlorine), [H][H] (hydrogen), ClCl (chlorine), liquid, BrBr (bromine). The solvent is 1, O (water), O (water), O (water). Reaction conditions: time 1.5 hour. The product is BrN1C(N(C(C1(C)C)=O)Cl)(C)C (1-Bromo-3-chloro-2,2,5,5-tetramethylimidazolidin-4-one). As a reaction SMILES: CC1(C)NC(=O)C(C)(C)N1.[OH-].[Na+].BrBr.[H][H].[Cl:17]Cl.[Br:19][N:20]1[C:24]([CH3:26])([CH3:25])[C:23](=[O:27])[N:22](Br)[C:21]1([CH3:30])[CH3:29].[K+].[Br-]>O>[Br:19][N:20]1[C:24]([CH3:26])([CH3:25])[C:23](=[O:27])[N:22]([Cl:17])[C:21]1([CH3:30])[CH3:29] |f:1.2,7.8|. Reported procedure: 6.4 Grams (0.045 mole) of 2,2,5,5-tetramethylimidazolidin-4-one prepared as in example 2 was dissolved in 55 milliliters of 1 Normal sodium hydroxide solution (0.055 mole) in a 250 milliliter flask. While maintaining the reaction mixture at a temperature of 5°-10° C. by use of an ice bath and stirring, 4.0 grams (0.025 mole) of liquid bromine was added dropwise. The reaction mixture was stirred at ice bath temperature for an additional 1 hour and then for 1-2 hours at cold water bath conditions ... Starting materials: C(C)(C)OC(N[C@H]1CC2=C(NC=3C=CC(=CC23)C#N)C1)=O (((S)-7-cyano-1,2,3,4-tetrahydro-cyclopenta[b]indol-2-yl)-carbamic acid isopropyl ester), CC1=CC=C(C=C1)S(=O)(=O)OC[C@H]1OCC[C@@H]1O ([(2R,3S)-3-hydroxytetrahydrofuran-2-yl]methyl 4-methylbenzenesulfonate), C([O-])([O-])=O.[Cs+].[Cs+] (cesium carbonate). Solvent: CN1CCCC1 (N-methylpyrrolidine), C(C)(=O)OCC (ethyl acetate). Run at temperature 65 celsius. Product: C(C)(C)OC(N[C@H]1CC2=C(N(C=3C=CC(=CC23)C#N)C[C@H]2OCC[C@@H]2O)C1)=O ([(S)-7-Cyano-4-((2R,3S)-3-hydroxytetrahydrofuran-2-ylmethyl)-1,2,3,4-tetrahydrocyclopenta[b]indol-2-yl]-carbamic acid isopropyl ester). Yield: 72.7%. RXN SMILES: [CH:1]([O:4][C:5](=[O:21])[NH:6][C@@H:7]1[CH2:20][C:10]2[NH:11][C:12]3[CH:13]=[CH:14][C:15]([C:18]#[N:19])=[CH:16][C:17]=3[C:9]=2[CH2:8]1)([CH3:3])[CH3:2].CC1C=CC(S(O[CH2:33][C@@H:34]2[C@@H:38]([OH:39])[CH2:37][CH2:36][O:35]2)(=O)=O)=CC=1.C(=O)([O-])[O-].[Cs+].[Cs+]>CN1CCCC1.C(OCC)(=O)C>[CH:1]([O:4][C:5](=[O:21])[NH:6][C@@H:7]1[CH2:20][C:10]2[N:11]([CH2:33][C@@H:34]3[C@@H:38]([OH:39])[CH2:37][CH2:36][O:35]3)[C:12]3[CH:13]=[CH:14][C:15]([C:18]#[N:19])=[CH:16][C:17]=3[C:9]=2[CH2:8]1)([CH3:3])[CH3:2] |f:2.3.4|. Procedure: A mixture of ((S)-7-cyano-1,2,3,4-tetrahydro-cyclopenta[b]indol-2-yl)-carbamic acid isopropyl ester (2.50 g, 8.82 mmol), [(2R,3S)-3-hydroxytetrahydrofuran-2-yl]methyl 4-methylbenzenesulfonate (3.10 g, 11.38 mmol), and cesium carbonate (5.00 g, 15.35 mmol) in N-methylpyrrolidine (25 mL) is heated in a 65° C. oil bath overnight. After cooling to ambient temperature, the reaction is diluted with ethyl acetate (120 mL) and washed with water (3×100 mL) and brine. The organic portion is dried over sod...